From a dataset of the Open Reaction Database (ORD), a public repository of structured organic reaction records. describe an organic reaction: reactants, conditions, products, and yield Starting materials: O=C([O-])[O-], Cc1c(N2CC3CN(Cc4ccccc4)CC3C2)nn2c(I)c(-c3ccc(F)cc3)nc2c1C, CC(C)(C)OC(=O)Nc1cc(B2OC(C)(C)C(C)(C)O2)ccn1, ClCCl, [Cs+], [Cs+], C1CCOC1, O. Product: Cc1c(N2CC3CN(Cc4ccccc4)CC3C2)nn2c(-c3ccnc(NC(=O)OC(C)(C)C)c3)c(-c3ccc(F)cc3)nc2c1C. As a reaction SMILES: [C:40](=[O:41])([O-:42])[O-:43].[CH2:1]([c:2]1[cH:3][cH:4][cH:5][cH:6][cH:7]1)[N:8]1[CH2:9][CH:10]2[CH:11]([CH2:12]1)[CH2:13][N:14]([c:16]1[c:17]([CH3:34])[c:18]([CH3:33])[c:19]3[n:20]([n:21]1)[c:22]([I:32])[c:23](-[c:25]1[cH:26][cH:27][c:28]([F:31])[cH:29][cH:30]1)[n:24]3)[CH2:15]2.[CH3:46][C:47]1([CH3:48])[C:49]([CH3:50])([CH3:51])[O:52][B:53]([c:54]2[cH:55][c:56]([NH:60][C:61]([O:62][C:63]([CH3:64])([CH3:65])[CH3:66])=[O:67])[n:57][cH:58][cH:59]2)[O:68]1.[Cl:70][CH2:71][Cl:72].[Cs+:44].[Cs+:45].[O:35]1[CH2:36][CH2:37][CH2:38][CH2:39]1.[OH2:69]>>[CH2:1]([c:2]1[cH:3][cH:4][cH:5][cH:6][cH:7]1)[N:8]1[CH2:9][CH:10]2[CH:11]([CH2:12]1)[CH2:13][N:14]([c:16]1[c:17]([CH3:34])[c:18]([CH3:33])[c:19]3[n:20]([n:21]1)[c:22](-[c:54]1[cH:55][c:56]([NH:60][C:61]([O:62][C:63]([CH3:64])([CH3:65])[CH3:66])=[O:67])[n:57][cH:58][cH:59]1)[c:23](-[c:25]1[cH:26][cH:27][c:28]([F:31])[cH:29][cH:30]1)[n:24]3)[CH2:15]2. Reactants: FC1=CC=C(C=C1)CC(=O)O (4-Fluorophenylacetic acid), S(=O)(Cl)Cl (thionyl chloride), N1CCCCC1 (piperidine). The solvent is C1(=CC=CC=C1)C (toluene). Conditions: temperature 105 celsius. The product is FC1=CC=C(C=C1)CC(=O)N1CCCCC1 (1-[(4-Fluorophenyl)acetyl]piperidine). Reaction SMILES: [F:1][C:2]1[CH:7]=[CH:6][C:5]([CH2:8][C:9]([OH:11])=O)=[CH:4][CH:3]=1.S(Cl)(Cl)=O.[NH:16]1[CH2:21][CH2:20][CH2:19][CH2:18][CH2:17]1>C1(C)C=CC=CC=1>[F:1][C:2]1[CH:3]=[CH:4][C:5]([CH2:8][C:9]([N:16]2[CH2:21][CH2:20][CH2:19][CH2:18][CH2:17]2)=[O:11])=[CH:6][CH:7]=1. Procedure: 4-Fluorophenylacetic acid (280 g, 1.82 mol) was suspended in 1.9 L toluene followed by the careful addition of 185 mL thionyl chloride (303 g, 2.545 mol). The reaction was heated to 105° C. for 16 hr (overnight). The reaction was allowed to cool to room temperature and the volatiles were removed in vacuo. The crude acid chloride was dissolved in 1.9 L THF, cooled to 0° C., and 0.72 L piperidine (618 g, 7.27 mol) was added. The reaction vessel was allowed to warm to ambient temperature for 18 hr.... The solvent is C(Cl)Cl.CO (CH2Cl2 MeOH). As a reaction SMILES: [Cl:1][C:2]1[CH:11]=[C:10]2[C:5]([C:6]([N:12]3[CH2:17][CH2:16][N:15]([C:18]([NH:20][C:21]4[CH:26]=[CH:25][C:24](C(F)(F)F)=[CH:23][CH:22]=4)=[O:19])[CH2:14][CH2:13]3)=[CH:7][CH:8]=[N:9]2)=[CH:4][CH:3]=1.ClC1C=C2C(C(N3CCNCC3)=CC=N2)=CC=1.C(N(C(C)C)CC)(C)C.C1(N=C=O)CCCCC1>C(Cl)Cl.CO>[Cl:1][C:2]1[CH:11]=[C:10]2[C:5]([C:6]([N:12]3[CH2:17][CH2:16][N:15]([C:18]([NH:20][CH:21]4[CH2:22][CH2:23][CH2:24][CH2:25][CH2:26]4)=[O:19])[CH2:14][CH2:13]3)=[CH:7][CH:8]=[N:9]2)=[CH:4][CH:3]=1 |f:4.5|. Procedure details: As described for 7-chloro-4-[4-(4-trifluoromethylphenylaminocarbonyl)piperazin-1-yl]quinoline, 7-chloro-4-(piperazin-1-yl)quinoline (200 mg, 0.81 mmol), diisopropyl(ethyl)amine (125 mg, 0.97 mmol), and cyclohexyl isocyanate (121 mg, 0.97 mmol) are reacted to give the title product after flash chromatography with CH2Cl2-MeOH. Product: ClC1=CC=C2C(=CC=NC2=C1)N1CCN(CC1)C(=O)NC1CCCCC1 (7-Chloro-4-[4-(cyclohexylaminocarbonyl)piperazin-1-yl]quinoline). Reactants: ClC1=CC=C2C(=CC=NC2=C1)N1CCN(CC1)C(=O)NC1=CC=C(C=C1)C(F)(F)F (7-chloro-4-[4-(4-trifluoromethylphenylaminocarbonyl)piperazin-1-yl]quinoline), C1(CCCCC1)N=C=O (cyclohexyl isocyanate), ClC1=CC=C2C(=CC=NC2=C1)N1CCNCC1 (7-chloro-4-(piperazin-1-yl)quinoline), C(C)(C)N(CC)C(C)C (diisopropyl(ethyl)amine). Reactants: O=C([O-])[O-], CC1(C)OB(c2ccc([N+](=O)[O-])cc2)OC1(C)C, Cc1ccccc1, CCO, Cc1ccc(C(=O)Nc2cccc(C(F)(F)F)c2)cc1I, [K+], [K+], O, c1ccc(P(c2ccccc2)(c2ccccc2)[Pd](P(c2ccccc2)(c2ccccc2)c2ccccc2)(P(c2ccccc2)(c2ccccc2)c2ccccc2)P(c2ccccc2)(c2ccccc2)c2ccccc2)cc1. Product: Cc1ccc(C(=O)Nc2cccc(C(F)(F)F)c2)cc1-c1ccc([N+](=O)[O-])cc1. Reaction SMILES: [C:40](=[O:41])([O-:42])[O-:43].[CH3:1][C:2]1([CH3:3])[C:4]([CH3:5])([CH3:6])[O:7][B:8]([c:9]2[cH:10][cH:11][c:12]([N+:15](=[O:16])[O-:17])[cH:13][cH:14]2)[O:18]1.[CH3:46][c:47]1[cH:48][cH:49][cH:50][cH:51][cH:52]1.[CH3:53][CH2:54][OH:55].[I:19][c:20]1[cH:21][c:22]([C:23](=[O:24])[NH:25][c:26]2[cH:27][c:28]([C:32]([F:33])([F:34])[F:35])[cH:29][cH:30][cH:31]2)[cH:36][cH:37][c:38]1[CH3:39].[K+:44].[K+:45].[OH2:56].[cH:57]1[cH:58][cH:59][c:60]([P:61]([Pd:62]([P:63]([c:64]2[cH:65][cH:66][cH:67][cH:68][cH:69]2)([c:70]2[cH:71][cH:72][cH:73][cH:74][cH:75]2)[c:76]2[cH:77][cH:78][cH:79][cH:80][cH:81]2)([P:82]([c:83]2[cH:84][cH:85][cH:86][cH:87][cH:88]2)([c:89]2[cH:90][cH:91][cH:92][cH:93][cH:94]2)[c:95]2[cH:96][cH:97][cH:98][cH:99][cH:100]2)[P:101]([c:102]2[cH:103][cH:104][cH:105][cH:106][cH:107]2)([c:108]2[cH:109][cH:110][cH:111][cH:112][cH:113]2)[c:114]2[cH:115][cH:116][cH:117][cH:118][cH:119]2)([c:120]2[cH:121][cH:122][cH:123][cH:124][cH:125]2)[c:126]2[cH:127][cH:128][cH:129][cH:130][cH:131]2)[cH:132][cH:133]1>>[c:9]1(-[c:20]2[cH:21][c:22]([C:23](=[O:24])[NH:25][c:26]3[cH:27][c:28]([C:32]([F:33])([F:34])[F:35])[cH:29][cH:30][cH:31]3)[cH:36][cH:37][c:38]2[CH3:39])[cH:10][cH:11][c:12]([N+:15](=[O:16])[O-:17])[cH:13][cH:14]1. Reactants: C1(=CC=CC=C1)CC(=O)N[C@@H](C)C(=O)O (N-(phenylacetyl)-L-alanine), solid, Cl.COC([C@@H](N)CC1=CC=CC=C1)=O (L-phenylalanine methyl ester hydrochloride). The solvent is EtOAc hexanes. Yields the product COC([C@@H](NC([C@@H](NC(CC1=CC=CC=C1)=O)C)=O)CC1=CC=CC=C1)=O (N-[N-(Phenylacetyl)-L-alaninyl]-L-phenylalanine Methyl Ester). Reaction SMILES: [C:1]1([CH2:7][C:8]([NH:10][C@H:11]([C:13]([OH:15])=O)[CH3:12])=[O:9])[CH:6]=[CH:5][CH:4]=[CH:3][CH:2]=1.Cl.[CH3:17][O:18][C:19](=[O:29])[C@H:20]([CH2:22][C:23]1[CH:28]=[CH:27][CH:26]=[CH:25][CH:24]=1)[NH2:21]>>[CH3:17][O:18][C:19](=[O:29])[C@H:20]([CH2:22][C:23]1[CH:28]=[CH:27][CH:26]=[CH:25][CH:24]=1)[NH:21][C:13](=[O:15])[C@H:11]([CH3:12])[NH:10][C:8](=[O:9])[CH2:7][C:1]1[CH:2]=[CH:3][CH:4]=[CH:5][CH:6]=1 |f:1.2|. Procedure: Following General Procedure A and using N-(phenylacetyl)-L-alanine (from Example B1 above) and L-phenylalanine methyl ester hydrochloride (Aldrich), the title compound was prepared as a solid (mp=148-149.5° C.). The reaction was monitored by tlc (Rf=0.24 in 50% EtOAc/hexanes) and the product was not purified. The reactants are CC(C(=O)OCC)=C (Ethyl 2-methylpropenoate), S1C(=CC=C1)CC(=O)O (thiolacetic acid), CCOCC (ether). Reaction conditions: temperature 65 celsius, time 36 hour. Yields the product C(C)(=O)SCC(C(=O)OCC)C (Ethyl 3-(acetylthio)-2-methylpropanoate). Reaction SMILES: [CH3:1][C:2](=[CH2:8])[C:3]([O:5][CH2:6][CH3:7])=[O:4].[S:9]1C=CC=C1CC(O)=O.[CH3:18][CH2:19][O:20]CC>>[C:19]([S:9][CH2:8][CH:2]([CH3:1])[C:3]([O:5][CH2:6][CH3:7])=[O:4])(=[O:20])[CH3:18]. Procedure details: Ethyl 2-methylpropenoate (39 mmol) was diluted with 5.6 mL (78 mmol) of thiolacetic acid and stirred at 65° C. for 36 h. The mixture was then diluted with ether, washed with water and the organic phase was dried with Na2SO4. Evaporation to dryness yielded the title material as an orange oil which was used as such for the next step. Starting materials: OCCCCCCCCBr, [Na+], C1CCOC1, [OH-], O, Oc1ccc(-c2ccccc2)cc1. Yields the product OCCCCCCCCOc1ccc(-c2ccccc2)cc1. Reaction SMILES: [Br:1][CH2:2][CH2:3][CH2:4][CH2:5][CH2:6][CH2:7][CH2:8][CH2:9][OH:10].[Na+:25].[O:27]1[CH2:28][CH2:29][CH2:30][CH2:31]1.[OH-:24].[OH2:26].[c:11]1(-[c:17]2[cH:18][cH:19][c:20]([OH:23])[cH:21][cH:22]2)[cH:12][cH:13][cH:14][cH:15][cH:16]1>>[CH2:2]([CH2:3][CH2:4][CH2:5][CH2:6][CH2:7][CH2:8][CH2:9][OH:10])[O:23][c:20]1[cH:19][cH:18][c:17](-[c:11]2[cH:12][cH:13][cH:14][cH:15][cH:16]2)[cH:22][cH:21]1. Reactants: C(C1=CC=CC=C1)OC1=C(C=CC(=C1)C#CCC1S(CCC1)(=O)=O)N1CC(NS1(=O)=O)=O (5-{2-benzyloxy-4-[3-(1,1-dioxotetrahydrothiophen-2-yl)-prop-1-ynyl]-phenyl}-1,1-dioxo-1,2,5-thiadiazolidin-3-one), B(Br)(Br)Br (BBr3). Solvent: C(Cl)Cl (methylene chloride). Conditions: time 18 hour. Yields the product O=S1(C(CCC1)CC#CC1=CC(=C(C=C1)N1CC(NS1(=O)=O)=O)O)=O (5-{4-[3-(1,1-Dioxotetrahydrothiophen-2-yl)-prop-1-ynyl]-2-hydroxyphenyl}-1,1-dioxo-1,2,5-thiadiazolidin-3-one). As a reaction SMILES: C([O:8][C:9]1[CH:14]=[C:13]([C:15]#[C:16][CH2:17][CH:18]2[CH2:22][CH2:21][CH2:20][S:19]2(=[O:24])=[O:23])[CH:12]=[CH:11][C:10]=1[N:25]1[S:29](=[O:31])(=[O:30])[NH:28][C:27](=[O:32])[CH2:26]1)C1C=CC=CC=1.B(Br)(Br)Br>C(Cl)Cl>[O:24]=[S:19]1(=[O:23])[CH2:20][CH2:21][CH2:22][CH:18]1[CH2:17][C:16]#[C:15][C:13]1[CH:12]=[CH:11][C:10]([N:25]2[S:29](=[O:31])(=[O:30])[NH:28][C:27](=[O:32])[CH2:26]2)=[C:9]([OH:8])[CH:14]=1. Reported procedure: To a solution of 5-{2-benzyloxy-4-[3-(1,1-dioxotetrahydrothiophen-2-yl)-prop-1-ynyl]-phenyl}-1,1-dioxo-1,2,5-thiadiazolidin-3-one in methylene chloride (5 mL) is added BBr3 (0.35 mL of 1.0 M in methylene chloride) and the mixture is stirred at RT for 18 h. The solvent is removed under reduced pressure and the residue purified by preparative HPLC followed by lyophilization to give the title compound: (M−1)−=383; HPLC retention time=0.72 min. (Method A) Reactants: [NH4+].[Cl-] (NH4Cl), [NH4+].[Cl-] (NH4Cl), C (methane), COC(=O)[C@H]1N(CC[C@H]1CN=[N+]=[N-])[C@@H](C)C1=CC=CC=C1 ((2S,3S)-3-azidomethyl-1-((S)-1-phenyl-ethyl)-pyrrolidine-2-carboxylic acid methyl ester). Run in C1(=CC=CC=C1)C (toluene), C[Al](C)C (trimethylaluminum), C1(=CC=CC=C1)C (toluene), C1(=CC=CC=C1)C (toluene), C1(=CC=CC=C1)C (toluene), C[Al](C)C (Trimethylaluminum), C1(=CC=CC=C1)C (toluene). Reaction conditions: time 15 minute. The product is N(=[N+]=[N-])C[C@H]1[C@H](N(CC1)[C@@H](C)C1=CC=CC=C1)C(=O)N ((2S,3S)-3-Azidomethyl-1-((S)-1-phenyl-ethyl)-pyrrolidine-2-carboxylic acid amide). Reaction SMILES: [NH4+:1].[Cl-].C.C[O:5][C:6]([C@@H:8]1[C@H:12]([CH2:13][N:14]=[N+:15]=[N-:16])[CH2:11][CH2:10][N:9]1[C@H:17]([C:19]1[CH:24]=[CH:23][CH:22]=[CH:21][CH:20]=1)[CH3:18])=O>C1(C)C=CC=CC=1.C[Al](C)C>[N:14]([CH2:13][C@@H:12]1[CH2:11][CH2:10][N:9]([C@H:17]([C:19]2[CH:24]=[CH:23][CH:22]=[CH:21][CH:20]=2)[CH3:18])[C@@H:8]1[C:6]([NH2:1])=[O:5])=[N+:15]=[N-:16] |f:0.1|. Procedure: Trimethylaluminum in toluene (2 M, 15.95 mmol) was added dropwise to a mixture of NH4Cl (15.95 mmol) in toluene (2 mL) at 0° C. with the formation of methane gas. The reaction mixture was allowed to warm to rt, stirred for a further 15 min and then slowly treated with a solution of (2S,3S)-3-azidomethyl-1-((S)-1-phenyl-ethyl)-pyrrolidine-2-carboxylic acid methyl ester (Stage 36.4) (7.98 mmol) in toluene (8 mL). Additional reagent prepared from NH4Cl (15.95 mmol) in toluene (2 mL) and trimethylal... Starting materials: C([O-])([O-])=O.[K+].[K+] (potassium carbonate), OC1=CC=C(C=O)C=C1 (4-hydroxy benzaldehyde), CC1=CC=C(N1C(C)S(=O)(=O)OC)C1=CC=CC=C1 (methyl 1-[5-methyl-2-phenyl-1H-pyrrol-1-yl]ethane sulfonate). Run at time 4 hour. Procedure: To a suspension of potassium carbonate (16.43 g) in dimethyl formamide (50 mL), 4-hydroxy benzaldehyde (4.37 g) was added and warmed to 90° C. to 95° C. To the solution, methyl 1-[5-methyl-2-phenyl-1H-pyrrol-1-yl]ethane sulfonate (10 g) (compound no. 64 dissolved in dimethyl formamide (50 mL) was added within 30 min and the reaction was continued for further 4 hours. The reaction mixture was diluted with water (100 mL) and was extracted with ethyl acetate (3×100 mL), washed with water (3×100 mL)... Product: CC1=CC=C(N1CCOC1=CC=C(C=O)C=C1)C1=CC=CC=C1 (4-[2-(5-Methyl-2-phenylpyrrol-1-yl)ethoxy]benzaldehyde). The solvent is CN(C=O)C (dimethyl formamide), CN(C=O)C (dimethyl formamide), O (water). RXN SMILES: C(=O)([O-])[O-].[K+].[K+].[OH:7][C:8]1[CH:15]=[CH:14][C:11]([CH:12]=[O:13])=[CH:10][CH:9]=1.[CH3:16][C:17]1[N:21]([CH:22](S(OC)(=O)=O)[CH3:23])[C:20]([C:29]2[CH:34]=[CH:33][CH:32]=[CH:31][CH:30]=2)=[CH:19][CH:18]=1>CN(C)C=O.O>[CH3:16][C:17]1[N:21]([CH2:22][CH2:23][O:7][C:8]2[CH:15]=[CH:14][C:11]([CH:12]=[O:13])=[CH:10][CH:9]=2)[C:20]([C:29]2[CH:34]=[CH:33][CH:32]=[CH:31][CH:30]=2)=[CH:19][CH:18]=1 |f:0.1.2|.